From a dataset of the Open Reaction Database (ORD), a public repository of structured organic reaction records. describe an organic reaction: reactants, conditions, products, and yield The reactants are Cl (HCl), C(C(C)(C)C)(=O)OC (methyl pivalate), [H-].[Na+] (sodium hydride), C(C1=CC=CC=C1)C#N (benzyl cyanide), [H][H] (hydrogen). The solvent is C1(=CC=CC=C1)C (toluene), O (water). The product is CC(C(C(C#N)C1=CC=CC=C1)=O)(C)C (4,4-Dimethyl-2-phenyl-3-oxopentanenitrile). RXN SMILES: [C:1]([O:7]C)(=O)[C:2]([CH3:5])([CH3:4])[CH3:3].[H-].[Na+].[CH2:11]([C:18]#[N:19])[C:12]1[CH:17]=[CH:16][CH:15]=[CH:14][CH:13]=1.[H][H].Cl>C1(C)C=CC=CC=1.O>[CH3:3][C:2]([CH3:5])([CH3:4])[C:1](=[O:7])[CH:11]([C:12]1[CH:17]=[CH:16][CH:15]=[CH:14][CH:13]=1)[C:18]#[N:19] |f:1.2|. Reported procedure: 116 grams (1 mole) of methyl pivalate, 60 grams (2 moles) of sodium hydride (80 weight % suspension in white oil) and 234.3 grams (2 moles) of benzyl cyanide were reacted in 750 ml of dry toluene at 60° C. until the end of the evolution of hydrogen. There were added 500 ml of water to the cooled reaction solution, the mixture stirred and the aqueous phase acidified with HCl to pH 3 after the separation and then extracted with chloroform. After concentrating the chloroform the oil residue was fra... Starting materials: BrC1=C(C2=C(C=NN(C2=O)COCC[Si](C)(C)C)N1COCC[Si](C)(C)C)CC (2-bromo-3-ethyl-1,5-bis(2-trimethylsilylethoxymethyl)-1,5-dihydropyrrolo[2,3-d]pyridazin-4-one), C1(CC1)OC=1C=C(C=CC1OC(F)F)B1OC(C(O1)(C)C)(C)C (2-(3-cyclopropoxy-4-difluoromethoxyphenyl)-4,4,5,5-tetramethyl-[1,3,2]dioxaborolane), C1(CCCCC1)P(C1CCCCC1)C1CCCCC1 (tricyclohexylphosphine), BrC1=C(C2=C(C=NN(C2=O)COCC[Si](C)(C)C)N1COCC[Si](C)(C)C)C (2-bromo-3-methyl-1,5-bis(2-trimethylsilylethoxymethyl)-1,5-dihydropyrrolo[2,3-d]pyridazin-4-one), FC(OC=1C=CC(=C2C=CC(OC12)(C)C)B1OC(C(O1)(C)C)(C)C)F (2-(8-difluoromethoxy-2,2-dimethyl-2H-chromen-5-yl)-4,4,5,5-tetramethyl-[1,3,2]dioxaborolane). Product: FC(OC=1C=CC(=C2C=CC(OC12)(C)C)C1=C(C2=C(C=NN(C2=O)COCC[Si](C)(C)C)N1COCC[Si](C)(C)C)CC)F (2-(8-Difluoromethoxy-2,2-dimethyl-2H-chromen-5-yl)-3-ethyl-1,5-bis(2-trimethylsilylethoxymethyl)-1,5-dihydropyrrolo[2,3-d]pyridazin-4-one). The yield is 101.3%. RXN SMILES: Br[C:2]1[N:19]([CH2:20][O:21][CH2:22][CH2:23][Si:24]([CH3:27])([CH3:26])[CH3:25])[C:5]2[CH:6]=[N:7][N:8]([CH2:11][O:12][CH2:13][CH2:14][Si:15]([CH3:18])([CH3:17])[CH3:16])[C:9](=[O:10])[C:4]=2[C:3]=1[CH2:28][CH3:29].BrC1N(COCC[Si](C)(C)C)C2C=NN(COCC[Si](C)(C)C)C(=O)C=2C=1C.[F:58][CH:59]([F:82])[O:60][C:61]1[CH:62]=[CH:63][C:64](B2OC(C)(C)C(C)(C)O2)=[C:65]2[C:70]=1[O:69][C:68]([CH3:72])([CH3:71])[CH:67]=[CH:66]2.C1(OC2C=C(B3OC(C)(C)C(C)(C)O3)C=CC=2OC(F)F)CC1.C1(P(C2CCCCC2)C2CCCCC2)CCCCC1>>[F:82][CH:59]([F:58])[O:60][C:61]1[CH:62]=[CH:63][C:64]([C:2]2[N:19]([CH2:20][O:21][CH2:22][CH2:23][Si:24]([CH3:27])([CH3:26])[CH3:25])[C:5]3[CH:6]=[N:7][N:8]([CH2:11][O:12][CH2:13][CH2:14][Si:15]([CH3:18])([CH3:16])[CH3:17])[C:9](=[O:10])[C:4]=3[C:3]=2[CH2:28][CH3:29])=[C:65]2[C:70]=1[O:69][C:68]([CH3:71])([CH3:72])[CH:67]=[CH:66]2. Procedure: Reaction and post treatment were carried out in the same manner as in Example 4-(a) except for using 794 mg (1.57 mmol) of 2-bromo-3-ethyl-1,5-bis(2-trimethylsilylethoxymethyl)-1,5-dihydropyrrolo[2,3-d]pyridazin-4-one obtained in the following Reference example 19-(d) in place of 2-bromo-3-methyl-1,5-bis(2-trimethylsilylethoxymethyl)-1,5-dihydropyrrolo[2,3-d]pyridazin-4-one, using 1.08 g (3.06 mmol) of 2-(8-difluoromethoxy-2,2-dimethyl-2H-chromen-5-yl)-4,4,5,5-tetramethyl-[1,3,2]dioxaborolane ob... RXN SMILES: [CH3:1][C:2]1[NH:7][C:6](=[O:8])[C:5]([C:9]#[N:10])=[CH:4][C:3]=1[C:11](=O)[CH2:12][CH2:13][CH2:14][CH2:15][CH3:16].[N:18]1C=CC=CC=1.C[CH2:25][OH:26]>>[CH3:25][O:26][N:18]=[C:11]([C:3]1[CH:4]=[C:5]([C:9]#[N:10])[C:6](=[O:8])[NH:7][C:2]=1[CH3:1])[CH2:12][CH2:13][CH2:14][CH2:15][CH3:16]. Procedure: A mixture of 1,2-dihydro-6-methyl-2-oxo-5-(1-oxohexyl)-3-pyridinecarbonitrile (0.80 g, 0.0038 mol) and pyridine (2.0 ml) were heated and stirred at reflux overnight in EtOH (30.0 ml). The solution was allowed to cool to room temperature and the solvent was removed on the rotary evaporator. The pasty residue was triturated with H2O, filtered and recrystallized (EtOH-H2O) giving 0.5 g (56%) m.pt. 159°-165° C. One more recrystallization gave the analytical sample m.pt. 170°-171° C. The product is CON=C(CCCCC)C=1C=C(C(NC1C)=O)C#N (1,2-Dihydro-5-[1-(Methoxyimino)hexyl]-6-methyl-2-oxo-3-pyridinecarbonitrile). Reactants: CC1=C(C=C(C(N1)=O)C#N)C(CCCCC)=O (1,2-dihydro-6-methyl-2-oxo-5-(1-oxohexyl)-3-pyridinecarbonitrile), N1=CC=CC=C1 (pyridine), CCO (EtOH). Starting materials: CC(C)(C)OC(=O)c1cccc(B(O)O)c1, O=C([O-])[O-], COCCOC, COC(=O)c1ccc(N)nc1Cl, [Na+], [Na+], c1ccc(P(c2ccccc2)(c2ccccc2)[Pd](P(c2ccccc2)(c2ccccc2)c2ccccc2)(P(c2ccccc2)(c2ccccc2)c2ccccc2)P(c2ccccc2)(c2ccccc2)c2ccccc2)cc1. Product: COC(=O)c1ccc(N)nc1-c1cccc(C(=O)OC(C)(C)C)c1. RXN SMILES: [C:13]([CH3:14])([CH3:15])([CH3:16])[O:17][C:18](=[O:19])[c:20]1[cH:21][c:22]([B:26]([OH:27])[OH:28])[cH:23][cH:24][cH:25]1.[C:29](=[O:30])([O-:31])[O-:32].[CH3:112][O:113][CH2:114][CH2:115][O:116][CH3:117].[NH2:1][c:2]1[n:3][c:4]([Cl:12])[c:5]([C:6](=[O:7])[O:8][CH3:9])[cH:10][cH:11]1.[Na+:33].[Na+:34].[cH:35]1[cH:36][cH:37][c:38]([P:39]([Pd:40]([P:41]([c:42]2[cH:43][cH:44][cH:45][cH:46][cH:47]2)([c:48]2[cH:49][cH:50][cH:51][cH:52][cH:53]2)[c:54]2[cH:55][cH:56][cH:57][cH:58][cH:59]2)([P:60]([c:61]2[cH:62][cH:63][cH:64][cH:65][cH:66]2)([c:67]2[cH:68][cH:69][cH:70][cH:71][cH:72]2)[c:73]2[cH:74][cH:75][cH:76][cH:77][cH:78]2)[P:79]([c:80]2[cH:81][cH:82][cH:83][cH:84][cH:85]2)([c:86]2[cH:87][cH:88][cH:89][cH:90][cH:91]2)[c:92]2[cH:93][cH:94][cH:95][cH:96][cH:97]2)([c:98]2[cH:99][cH:100][cH:101][cH:102][cH:103]2)[c:104]2[cH:105][cH:106][cH:107][cH:108][cH:109]2)[cH:110][cH:111]1>>[NH2:1][c:2]1[n:3][c:4](-[c:22]2[cH:21][c:20]([C:18]([O:17][C:13]([CH3:14])([CH3:15])[CH3:16])=[O:19])[cH:25][cH:24][cH:23]2)[c:5]([C:6](=[O:7])[O:8][CH3:9])[cH:10][cH:11]1. Starting materials: ice water, [N+](=O)(O)[O-] (HNO3), OS(=O)(=O)O (H2SO4), CC1=C(C(=CC(=C1)C)C)CC#N (2,4,6-trimethylphenylacetonitrile). The solvent is C(C)(=O)O (acetic acid). Reaction conditions: time 1 hour. Product: C(#N)CC=1C(=C(C(=CC1C)C)[N+](=O)[O-])C (3-cyanomethyl-1-nitro-2,4,6-trimethylbenzene). As a reaction SMILES: [CH3:1][C:2]1[CH:7]=[C:6]([CH3:8])[CH:5]=[C:4]([CH3:9])[C:3]=1[CH2:10][C:11]#[N:12].[N+:13]([O-])([OH:15])=[O:14].OS(O)(=O)=O>C(O)(=O)C>[C:11]([CH2:10][C:3]1[C:4]([CH3:9])=[C:5]([N+:13]([O-:15])=[O:14])[C:6]([CH3:8])=[CH:7][C:2]=1[CH3:1])#[N:12]. Procedure: To a suspension of 2,4,6-trimethylphenylacetonitrile (4.5 g) in acetic acid (40 mL) at RT was added dropwise 70% HNO3 (20 mL) and conc. H2SO4 (5 mL). The brown reaction mixture was stirred for 1 h, poured into ice-water (500 mL). The product was extracted into ethyl acetate, the extract was washed with water, dried over MgSO4 and concentrated to give 3-cyanomethyl-1-nitro-2,4,6-trimethylbenzene as an oil (5.8 g, quantitative yleld).